From a dataset of the Open Reaction Database (ORD), a public repository of structured organic reaction records. describe an organic reaction: reactants, conditions, products, and yield The product is ClC1=NC(=C2N=CN(C2=N1)C(CC)C)NC1=CC=CC=C1 (2-chloro-9-(1-methylpropyl)-N-phenyl-9H-purin-6-amine). Reactants: ClC1=NC(=C2N=CN(C2=N1)C(CC)C)Cl (2,6-dichloro-9-(1-methylpropyl)-9H-purine), C(CCC)O (butanol), NC1=CC=CC=C1 (aniline). Solvent: C(C)(C)O (isopropanol). Conditions: time 22 hour. RXN SMILES: [Cl:1][C:2]1[N:10]=[C:9]2[C:5]([N:6]=[CH:7][N:8]2[CH:11]([CH3:14])[CH2:12][CH3:13])=[C:4](Cl)[N:3]=1.C(O)CCC.[NH2:21][C:22]1[CH:27]=[CH:26][CH:25]=[CH:24][CH:23]=1>C(O)(C)C>[Cl:1][C:2]1[N:10]=[C:9]2[C:5]([N:6]=[CH:7][N:8]2[CH:11]([CH3:14])[CH2:12][CH3:13])=[C:4]([NH:21][C:22]2[CH:27]=[CH:26][CH:25]=[CH:24][CH:23]=2)[N:3]=1. Procedure: The operation is carried out as in Stage 2 of Example 9 starting from 200 mg of the product obtained in Stage 1 of Example 9 and 4 ml of butanol and using 0.091 ml of aniline in place of the benzylamine. Agitation is carried out at ambient temperature then the reaction medium is taken to a temperature of 80 to 85° C. for approximately 22 hours, left to return to ambient temperature, diluted with 4 ml of isopropanol and placed for two days at a temperature of approximately 0° C., followed by sepa... The reactants are ClC(=O)C1=CC=C(OCCCCCCCC2=CC(=NO2)C)C=C1 (5-[7-(4-chlorocarbonylphenoxy)heptyl]-3-methylisoxazole), CNC (dimethylamine). Run in C1(=CC=CC=C1)C (toluene). Yields the product CN(C(C1=CC=C(C=C1)OCCCCCCCC1=CC(=NO1)C)=O)C (N,N-dimethyl-4-[7-(3-methyl-5-isoxazolyl)heptyloxy]benzamide). RXN SMILES: Cl[C:2]([C:4]1[CH:23]=[CH:22][C:7]([O:8][CH2:9][CH2:10][CH2:11][CH2:12][CH2:13][CH2:14][CH2:15][C:16]2[O:20][N:19]=[C:18]([CH3:21])[CH:17]=2)=[CH:6][CH:5]=1)=[O:3].[CH3:24][NH:25][CH3:26]>C1(C)C=CC=CC=1>[CH3:24][N:25]([CH3:26])[C:2](=[O:3])[C:4]1[CH:23]=[CH:22][C:7]([O:8][CH2:9][CH2:10][CH2:11][CH2:12][CH2:13][CH2:14][CH2:15][C:16]2[O:20][N:19]=[C:18]([CH3:21])[CH:17]=2)=[CH:6][CH:5]=1. Procedure details: A solution of 8.0 g of 5-[7-(4-chlorocarbonylphenoxy)heptyl]-3-methylisoxazole in 50 ml of dry toluene was saturated with dimethylamine gas over a 30 minute period. The reaction mixture was concentrated in vacuo, and the residue was dissolved in ether. The ether solution was boiled, treated with petroleum ether until turbid and cooled to produce 6.0 g of N,N-dimethyl-4-[7-(3-methyl-5-isoxazolyl)heptyloxy]benzamide, m.p. 58°-59° C.; MIC vs. polio-2 virus in vitro=2.5 μg/ml.